From a dataset of the Open Reaction Database (ORD), a public repository of structured organic reaction records. describe an organic reaction: reactants, conditions, products, and yield Yields the product FC(C(=C(F)F)F)(F)I (Perfluoroallyl iodide). Reported procedure: Perfluoroallyl iodide (CF2CFCF2I) was prepared by transferring 8.5 g of dry potassium iodide, 20 ml of tetraglyme and 42.5 millimoles of perfluoroallyl fluorosulfate by vacuum line to a 100-ml flask. The mixture was warmed to 20° C. and stirred for 12 hours in a dark room. The mixture was then fractionated through -100° C. and -196° C. traps, with the product being collected in the -100° C. trap. As a reaction SMILES: [I-:1].[K+].S(F)(O[C:7]([F:14])([F:13])[C:8]([F:12])=[C:9]([F:11])[F:10])(=O)=O>COCCOCCOCCOCCOC>[F:13][C:7]([I:1])([F:14])[C:8]([F:12])=[C:9]([F:11])[F:10] |f:0.1|. Reaction conditions: temperature 20 celsius, time 12 hour. Reactants: [I-].[K+] (potassium iodide), S(=O)(=O)(OC(C(=C(F)F)F)(F)F)F (perfluoroallyl fluorosulfate). Solvent: COCCOCCOCCOCCOC (tetraglyme). Reactants: OC(CC(C)=O)CCSC1=CC=C(C=C1)C(F)(F)F (4-hydroxy-6-(4-trifluoromethylphenylthio)-2-hexanone). Solvent: aqueous solution, C(C)(=O)O (acetic acid). Yields the product FC(C1=CC=C(C=C1)SCCC=CC(C)=O)(F)F (6(4-trifluoromethylphenylthio)-3-hexen-2-one). The yield is 69.3%. RXN SMILES: O[CH:2]([CH2:7][CH2:8][S:9][C:10]1[CH:15]=[CH:14][C:13]([C:16]([F:19])([F:18])[F:17])=[CH:12][CH:11]=1)[CH2:3][C:4](=[O:6])[CH3:5]>C(O)(=O)C>[F:18][C:16]([F:17])([F:19])[C:13]1[CH:14]=[CH:15][C:10]([S:9][CH2:8][CH2:7][CH:2]=[CH:3][C:4](=[O:6])[CH3:5])=[CH:11][CH:12]=1. Procedure: 1.46 Grams of 4-hydroxy-6-(4-trifluoromethylphenylthio)-2-hexanone were dissolved in 12 ml of an aqueous solution of acetic acid and the mixture was refluxed for 1 hour with stirring. After having been cooled, the mixture was washed with a saturated aqueous sodium hydrogencarbonate solution and then with a saturated aqueous sodium chloride solution. Then the mixture was dried over anhydrous magnesium sulfate. Removing the solvent from the mixture under reduced pressure gave 1.27 g of 6(4-trifluo...